From a dataset of the Open Reaction Database (ORD), a public repository of structured organic reaction records. describe an organic reaction: reactants, conditions, products, and yield Yields the product C1(CCC1)N1N=C(C2=C1N=C(C=C2C(=O)OCC)C2CC2)C (Ethyl 1-cyclobutyl-6-cyclopropyl-3-methyl-1H-pyrazolo[3,4-b]pyridine-4-carboxylate). Run in C1=CC=CC=C1 (benzene). Reaction conditions: time 4 hour. Procedure: The title compound was prepared in the same manner as described for intermediate 33 using 1-cyclobutyl-3-methyl-1H-pyrazol-5-amine (400 mg, 2.65 mmol), ethyl 4-cyclopropyl-2,4-dioxobutanoate (487 mg, 2.65 mmol) and benzene (50 mL), wherein the reaction time was 4 h. The final product was collected as 0.556 g (70%). LCMS E-S (M+H)=300.6 1H NMR (400 MHz, CHLOROFORM-d) δ ppm 1.02-1.22 (m, 4H) 1.47 (t, J=7.07 Hz, 3H) 1.80-2.01 (m, 2H) 2.15-2.28 (m, 1H) 2.38-2.51 (m, 2H) 2.70 (s, 3H) 2.82 (td, J=9.85... Reactants: intermediate 33, C1(CCC1)N1N=C(C=C1N)C (1-cyclobutyl-3-methyl-1H-pyrazol-5-amine), C1(CC1)C(CC(C(=O)OCC)=O)=O (ethyl 4-cyclopropyl-2,4-dioxobutanoate). Reaction SMILES: [CH:1]1([N:5]2[C:9]([NH2:10])=[CH:8][C:7]([CH3:11])=[N:6]2)[CH2:4][CH2:3][CH2:2]1.[CH:12]1([C:15](=O)[CH2:16][C:17](=O)[C:18]([O:20][CH2:21][CH3:22])=[O:19])[CH2:14][CH2:13]1>C1C=CC=CC=1>[CH:1]1([N:5]2[C:9]3[N:10]=[C:15]([CH:12]4[CH2:13][CH2:14]4)[CH:16]=[C:17]([C:18]([O:20][CH2:21][CH3:22])=[O:19])[C:8]=3[C:7]([CH3:11])=[N:6]2)[CH2:2][CH2:3][CH2:4]1. Starting materials: ClC=1C=C2C(=NC1)N(C=C2B2OC(C(O2)(C)C)(C)C)S(=O)(=O)C2=CC=C(C=C2)C (5-chloro-1-(p-tolylsulfonyl)-3-(4,4,5,5-tetramethyl-1,3,2-dioxaborolan-2-yl)pyrrolo[2,3-b]pyridine), tetrakis triphenylphosphane palladium, ClC1=NC=C(C(=N1)N[C@@H]1CC(CCC1)=O)F ((3S)-3-[(2-chloro-5-fluoro-pyrimidin-4-yl)amino]cyclohexanone), C(=O)([O-])[O-].[Na+].[Na+] (Na2CO3). Solvent: COCCOC (DME), C(C)(=O)OCC (ethyl acetate). Run at temperature 120 celsius. Yields the product ClC=1C=C2C(=NC1)N(C=C2C2=NC=C(C(=N2)N[C@@H]2CC(CCC2)=O)F)S(=O)(=O)C2=CC=C(C=C2)C ((3S)-3-[[2-[5-chloro-1-(p-tolylsulfonyl)pyrrolo[2,3-b]pyridin-3-yl]-5-fluoro-pyrimidin-4-yl]amino]cyclohexanone). RXN SMILES: [Cl:1][C:2]1[CH:3]=[C:4]2[C:10](B3OC(C)(C)C(C)(C)O3)=[CH:9][N:8]([S:20]([C:23]3[CH:28]=[CH:27][C:26]([CH3:29])=[CH:25][CH:24]=3)(=[O:22])=[O:21])[C:5]2=[N:6][CH:7]=1.Cl[C:31]1[N:36]=[C:35]([NH:37][C@H:38]2[CH2:43][CH2:42][CH2:41][C:40](=[O:44])[CH2:39]2)[C:34]([F:45])=[CH:33][N:32]=1.C([O-])([O-])=O.[Na+].[Na+]>COCCOC.C(OCC)(=O)C>[Cl:1][C:2]1[CH:3]=[C:4]2[C:10]([C:31]3[N:36]=[C:35]([NH:37][C@H:38]4[CH2:43][CH2:42][CH2:41][C:40](=[O:44])[CH2:39]4)[C:34]([F:45])=[CH:33][N:32]=3)=[CH:9][N:8]([S:20]([C:23]3[CH:28]=[CH:27][C:26]([CH3:29])=[CH:25][CH:24]=3)(=[O:22])=[O:21])[C:5]2=[N:6][CH:7]=1 |f:2.3.4|. Procedure details: A microwave tube was placed 5-chloro-1-(p-tolylsulfonyl)-3-(4,4,5,5-tetramethyl-1,3,2-dioxaborolan-2-yl)pyrrolo[2,3-b]pyridine (2.13 g, 4.93 mmol) and (3S)-3-[(2-chloro-5-fluoro-pyrimidin-4-yl)amino]cyclohexanone in DME (22.2 mL) and aqueous Na2CO3 (5.13 mL of 2 M solution, 10.26 mmol) solution. The mixture was deoxygenated with nitrogen for 20 min. To the reaction mixture was added tetrakis triphenylphosphane palladium (0.47 g, 0.41 mmol). The reaction was sealed and heated to 120° C. for 30 mi... The reactants are C(C)SC1=CC=C(C=C1)CC=1C(=NNC1C)O[C@H]1[C@H](OC(C)=O)[C@@H](OC(C)=O)[C@H](OC(C)=O)[C@H](O1)COC(C)=O (4-[(4-ethylthiophenyl)methyl]-5-methyl-3-(2,3,4,6-tetra-O-acetyl-β-D-glucopyranosyloxy)-1H-pyrazole), C[O-].[Na+] (sodium methoxide). Solvent: CO (methanol). Conditions: time 1 hour. The product is C(C)SC1=CC=C(C=C1)CC=1C(=NNC1C)O[C@H]1[C@H](O)[C@@H](O)[C@H](O)[C@H](O1)CO (4-[(4-ethylthiophenyl)methyl]-3-(β-D-glucopyranosyloxy)-5-methyl-1H-pyrazole). Isolated yield 94.3%. As a reaction SMILES: [CH2:1]([S:3][C:4]1[CH:9]=[CH:8][C:7]([CH2:10][C:11]2[C:12]([O:17][C@@H:18]3[O:35][C@H:34]([CH2:36][O:37]C(=O)C)[C@@H:29]([O:30]C(=O)C)[C@H:24]([O:25]C(=O)C)[C@H:19]3[O:20]C(=O)C)=[N:13][NH:14][C:15]=2[CH3:16])=[CH:6][CH:5]=1)[CH3:2].C[O-].[Na+]>CO>[CH2:1]([S:3][C:4]1[CH:9]=[CH:8][C:7]([CH2:10][C:11]2[C:12]([O:17][C@@H:18]3[O:35][C@H:34]([CH2:36][OH:37])[C@@H:29]([OH:30])[C@H:24]([OH:25])[C@H:19]3[OH:20])=[N:13][NH:14][C:15]=2[CH3:16])=[CH:6][CH:5]=1)[CH3:2] |f:1.2|. Procedure details: To a solution of 4-[(4-ethylthiophenyl)methyl]-5-methyl-3-(2,3,4,6-tetra-O-acetyl-β-D-glucopyranosyloxy)-1H-pyrazole (1.3 g) in methanol (10 mL) was added sodium methoxide (28% methanol solution, 0.13 mL), and the mixture was stirred at room temperature for 1 hour. The reaction mixture was concentrated under reduced pressure, and the residue was purified by column chromatography on silica gel (eluent: dichloromethane/methanol=5/1) to give 4-[(4-ethylthiophenyl)methyl]-3-(β-D-glucopyranosyloxy)-5... Reactants: O=C([O-])[O-], Cc1ccc(S(=O)(=O)OCCC2CC2C2CCN(c3ncc(Cl)cn3)CC2)cc1, Cc1cc([N+](=O)[O-])cnc1NC(=O)OC(C)(C)C, [Cs+], [Cs+], CN(C)C=O, O. Product: Cc1cc([N+](=O)[O-])cnc1N(CCC1CC1C1CCN(c2ncc(Cl)cn2)CC1)C(=O)OC(C)(C)C. As a reaction SMILES: [C:48](=[O:49])([O-:50])[O-:51].[CH3:1][c:2]1[cH:3][cH:4][c:5]([S:6]([O:7][CH2:12][CH2:13][CH:14]2[CH:15]([CH:17]3[CH2:18][CH2:19][N:20]([c:23]4[n:24][cH:25][c:26]([Cl:29])[cH:27][n:28]4)[CH2:21][CH2:22]3)[CH2:16]2)(=[O:8])=[O:9])[cH:10][cH:11]1.[CH3:30][c:31]1[c:32]([NH:40][C:41]([O:42][C:43]([CH3:44])([CH3:45])[CH3:46])=[O:47])[n:33][cH:34][c:35]([N+:37](=[O:38])[O-:39])[cH:36]1.[Cs+:52].[Cs+:53].[O:55]=[CH:56][N:57]([CH3:58])[CH3:59].[OH2:54]>>[CH2:12]([CH2:13][CH:14]1[CH:15]([CH:17]2[CH2:18][CH2:19][N:20]([c:23]3[n:24][cH:25][c:26]([Cl:29])[cH:27][n:28]3)[CH2:21][CH2:22]2)[CH2:16]1)[N:40]([c:32]1[c:31]([CH3:30])[cH:36][c:35]([N+:37](=[O:38])[O-:39])[cH:34][n:33]1)[C:41]([O:42][C:43]([CH3:44])([CH3:45])[CH3:46])=[O:47]. Starting materials: ClC(Cl)(Cl)Cl, FC(Cl)=C(F)Cl, FC(F)=C(F)Cl, FC(Cl)(Cl)Cl. The product is FC(F)(Cl)C(F)(Cl)C(Cl)(Cl)Cl. As a reaction SMILES: [C:18]([Cl:19])([Cl:20])([Cl:21])[Cl:22].[Cl:12][C:13]([F:14])=[C:15]([F:16])[Cl:17].[Cl:6][C:7](=[C:8]([F:9])[F:10])[F:11].[F:1][C:2]([Cl:3])([Cl:4])[Cl:5]>>[C:2]([Cl:3])([Cl:4])([Cl:5])[C:7]([Cl:6])([C:8]([F:9])([F:10])[Cl:12])[F:11].